This data is from the Open Reaction Database (ORD), a public repository of structured organic reaction records. The task is: describe an organic reaction: reactants, conditions, products, and yield Starting materials: ClCCl, O=C1CCC(=O)N1Cl, FCCSc1ccccc1. The product is FCC(Cl)Sc1ccccc1. As a reaction SMILES: [CH2:19]([Cl:20])[Cl:21].[Cl:1][N:2]1[C:3](=[O:4])[CH2:5][CH2:6][C:7]1=[O:8].[c:9]1([S:15][CH2:16][CH2:17][F:18])[cH:10][cH:11][cH:12][cH:13][cH:14]1>>[Cl:1][CH:16]([S:15][c:9]1[cH:10][cH:11][cH:12][cH:13][cH:14]1)[CH2:17][F:18].